From a dataset of the Open Reaction Database (ORD), a public repository of structured organic reaction records. describe an organic reaction: reactants, conditions, products, and yield The reactants are C1(=CC=CC=C1)P(C1=CC=CC=2C(C3=CC=CC(=C3OC12)P(C1=CC=CC=C1)C1=CC=CC=C1)(C)C)C1=CC=CC=C1 (4,5-bis(diphenylphosphino)-9,9-dimethylxanthene), C1(CCCCC1)NC(=O)C1CCN(CC1)CC1=CC(=NC=C1)Cl (1-(2-chloro-pyridin-4-ylmethyl)-piperidine-4-carboxylic acid cyclohexylamide), FC1=CC=C(C(=O)N)C=C1 (4-fluoro-benzamide), C(=O)([O-])[O-].[Cs+].[Cs+] (Cs2CO3). Reagents/catalysts: C=1C=CC(=CC1)/C=C/C(=O)/C=C/C2=CC=CC=C2.C=1C=CC(=CC1)/C=C/C(=O)/C=C/C2=CC=CC=C2.C=1C=CC(=CC1)/C=C/C(=O)/C=C/C2=CC=CC=C2.[Pd].[Pd] (tris(dibenzylideneacetone)dipalladium(0)). Run in O1CCOCC1 (dioxane). Reaction conditions: temperature 100 celsius. Product: C1(CCCCC1)NC(=O)C1CCN(CC1)CC1=CC(=NC=C1)NC(C1=CC=C(C=C1)F)=O (1-[2-(4-Fluoro-benzoylamino)-pyridin-4-ylmethyl]-piperidine-4-carboxylic acid cyclohexylamide). Reaction SMILES: [CH:1]1([NH:7][C:8]([CH:10]2[CH2:15][CH2:14][N:13]([CH2:16][C:17]3[CH:22]=[CH:21][N:20]=[C:19](Cl)[CH:18]=3)[CH2:12][CH2:11]2)=[O:9])[CH2:6][CH2:5][CH2:4][CH2:3][CH2:2]1.[F:24][C:25]1[CH:33]=[CH:32][C:28]([C:29]([NH2:31])=[O:30])=[CH:27][CH:26]=1.C([O-])([O-])=O.[Cs+].[Cs+].C1(P(C2C=CC=CC=2)C2C3OC4C(=CC=CC=4P(C4C=CC=CC=4)C4C=CC=CC=4)C(C)(C)C=3C=CC=2)C=CC=CC=1>O1CCOCC1.C1C=CC(/C=C/C(/C=C/C2C=CC=CC=2)=O)=CC=1.C1C=CC(/C=C/C(/C=C/C2C=CC=CC=2)=O)=CC=1.C1C=CC(/C=C/C(/C=C/C2C=CC=CC=2)=O)=CC=1.[Pd].[Pd]>[CH:1]1([NH:7][C:8]([CH:10]2[CH2:15][CH2:14][N:13]([CH2:16][C:17]3[CH:22]=[CH:21][N:20]=[C:19]([NH:31][C:29](=[O:30])[C:28]4[CH:32]=[CH:33][C:25]([F:24])=[CH:26][CH:27]=4)[CH:18]=3)[CH2:12][CH2:11]2)=[O:9])[CH2:6][CH2:5][CH2:4][CH2:3][CH2:2]1 |f:2.3.4,7.8.9.10.11|. Reported procedure: A suspension of 1-(2-chloro-pyridin-4-ylmethyl)-piperidine-4-carboxylic acid cyclohexylamide (50 mg, 0.15 mol), 4-fluoro-benzamide (20 mg, 0.15 mmol) and Cs2CO3 (5 mg, 0.16 mmol) in degassed dioxane (3 mL) is treated with 4,5-bis(diphenylphosphino)-9,9-dimethylxanthene (Xantphos) (17 mg, 0.030 mmol) and tris(dibenzylideneacetone)dipalladium(0) (6.8 mg, 0.007 mmol). The reaction mixture is heated overnight at 100° C. The mixture is filtered, evaporated, dissolved in MeCN (1 mL) and purified by pr... The reactants are C(C)N(C(C)C)C(C)C (N-ethyldiisopropylamine), NC1=NC(=CC(=N1)O)C1(CCCC1)C1=CC=C(C=C1)Cl (2-amino-6-[1-(4-chlorophenyl)cyclopentyl]pyrimidin-4-ol), P(=O)(Cl)(Cl)Cl (phosphoryl chloride). Run in C(C)#N (acetonitrile). Product: ClC1=NC(=NC(=C1)C1(CCCC1)C1=CC=C(C=C1)Cl)N (4-chloro-6-[1-(4-chlorophenyl)cyclopentyl]pyrimidin-2-ylamine). Reaction SMILES: [NH2:1][C:2]1[N:7]=[C:6](O)[CH:5]=[C:4]([C:9]2([C:14]3[CH:19]=[CH:18][C:17]([Cl:20])=[CH:16][CH:15]=3)[CH2:13][CH2:12][CH2:11][CH2:10]2)[N:3]=1.C(N(C(C)C)C(C)C)C.P(Cl)(Cl)([Cl:32])=O>C(#N)C>[Cl:32][C:6]1[CH:5]=[C:4]([C:9]2([C:14]3[CH:19]=[CH:18][C:17]([Cl:20])=[CH:16][CH:15]=3)[CH2:13][CH2:12][CH2:11][CH2:10]2)[N:3]=[C:2]([NH2:1])[N:7]=1. Reported procedure: 360 mg of 2-amino-6-[1-(4-chlorophenyl)cyclopentyl]pyrimidin-4-ol are dissolved in 10 ml of acetonitrile, and 0.8 ml of N-ethyldiisopropylamine is added under nitrogen. 0.5 ml of phosphoryl chloride are subsequently added slowly. The batch is boiled under reflux for 8 h in order to complete the reaction. All volatile constituents are subsequently removed in vacuo, and the batch is added to ice-water and dichloromethane. The organic phase is dried over sodium sulfate, filtered and evaporated. The... Starting materials: O (water), [H-].[Na+] (NaH), ClC=1C=C2C(NC(C2=CC1[N+](=O)[O-])=O)=O (5-chloro-6-nitroisoindoline-1,3-dione), IC(C)C (2-Iodopropane). Solvent: CN(C)C=O (DMF). Run at time 3 hour. Product: ClC=1C=C2C(N(C(C2=CC1[N+](=O)[O-])=O)C(C)C)=O (5-Chloro-2-isopropyl-6-nitroisoindoline-1,3-dione). Reaction SMILES: [H-].[Na+].[Cl:3][C:4]1[CH:5]=[C:6]2[C:10](=[CH:11][C:12]=1[N+:13]([O-:15])=[O:14])[C:9](=[O:16])[NH:8][C:7]2=[O:17].I[CH:19]([CH3:21])[CH3:20].O>CN(C=O)C>[Cl:3][C:4]1[CH:5]=[C:6]2[C:10](=[CH:11][C:12]=1[N+:13]([O-:15])=[O:14])[C:9](=[O:16])[N:8]([CH:19]([CH3:21])[CH3:20])[C:7]2=[O:17] |f:0.1|. Procedure: NaH (5.30 g, 0.132 mol) was added in portions to a solution of 5-chloro-6-nitroisoindoline-1,3-dione (20.0 g, 88.27 mmol) in 100 mL of anhydrous DMF at 0° C. under argon. The reaction mixture was then stirred at rt for 3 h. 2-Iodopropane (15.0 g, 106 mol) was added dropwise via a syringe at rt under argon. The resulted mixture was stirred for 6 h at rt, hydrolyzed by adding 200 mL of water. The precipitate was isolated, washed with water and dried under vacuum. The solid was purified by column c... The reactants are CCOC(=O)C(CCc1ccc(Cl)cc1)NC(C)C(=O)N1C(C(=O)O)CC2CCCCC21, CO, [Na+], [OH-]. The product is CC(NC(CCc1ccc(Cl)cc1)C(=O)O)C(=O)N1C(C(=O)O)CC2CCCCC21. Reaction SMILES: [C:1](=[O:2])([O:3][CH2:4][CH3:5])[CH:6]([CH2:7][CH2:8][c:9]1[cH:10][cH:11][c:12]([Cl:15])[cH:13][cH:14]1)[NH:16][CH:17]([CH3:18])[C:19](=[O:20])[N:21]1[CH:22]([C:30](=[O:31])[OH:32])[CH2:23][CH:24]2[CH2:25][CH2:26][CH2:27][CH2:28][CH:29]12.[CH3:35][OH:36].[Na+:34].[OH-:33]>>[C:1](=[O:2])([OH:3])[CH:6]([CH2:7][CH2:8][c:9]1[cH:10][cH:11][c:12]([Cl:15])[cH:13][cH:14]1)[NH:16][CH:17]([CH3:18])[C:19](=[O:20])[N:21]1[CH:22]([C:30](=[O:31])[OH:32])[CH2:23][CH:24]2[CH2:25][CH2:26][CH2:27][CH2:28][CH:29]12.